This data is from the Open Reaction Database (ORD), a public repository of structured organic reaction records. The task is: describe an organic reaction: reactants, conditions, products, and yield The reactants are C=C1CSC2C(NC(=O)OC(C)(C)C)C(=O)N2C1C(=O)O, CCOC(C)=O, [N-]=[N+]=C(c1ccccc1)c1ccccc1. Yields the product C=C1CSC2C(NC(=O)OC(C)(C)C)C(=O)N2C1C(=O)OC(c1ccccc1)c1ccccc1. RXN SMILES: [C:1](=[O:2])([OH:3])[CH:4]1[N:5]2[C:6](=[O:21])[CH:7]([NH:13][C:14](=[O:15])[O:16][C:17]([CH3:18])([CH3:19])[CH3:20])[CH:8]2[S:9][CH2:10][C:11]1=[CH2:12].[CH3:37][CH2:38][O:39][C:40](=[O:41])[CH3:42].[c:22]1([C:28](=[N+:29]=[N-:30])[c:31]2[cH:32][cH:33][cH:34][cH:35][cH:36]2)[cH:23][cH:24][cH:25][cH:26][cH:27]1>>[C:1]([O:2][CH:28]([c:22]1[cH:23][cH:24][cH:25][cH:26][cH:27]1)[c:31]1[cH:32][cH:33][cH:34][cH:35][cH:36]1)(=[O:3])[CH:4]1[N:5]2[C:6](=[O:21])[CH:7]([NH:13][C:14](=[O:15])[O:16][C:17]([CH3:18])([CH3:19])[CH3:20])[CH:8]2[S:9][CH2:10][C:11]1=[CH2:12]. Starting materials: ClC(=O)OCC (ethyl chloroformate), CN(CC1CCC2=C(C=C1)C=C(C=C2)[N+](=O)[O-])C (N,N-dimethyl-2-nitro-6,7-dihydro [5H] benzocycloheptene-7-methanamine). Run in C1=CC=CC=C1 (benzene). Yields the product CN(C(OCC)=O)CC1CCC2=C(C=C1)C=C(C=C2)[N+](=O)[O-] (ethyl methyl-[(2-nitro-6,7-dihydro [5H] benzocycloheptene-7-yl) methyl]-carbamate). RXN SMILES: Cl[C:2]([O:4][CH2:5][CH3:6])=[O:3].[CH3:7][N:8](C)[CH2:9][CH:10]1[CH:16]=[CH:15][C:14]2[CH:17]=[C:18]([N+:21]([O-:23])=[O:22])[CH:19]=[CH:20][C:13]=2[CH2:12][CH2:11]1>C1C=CC=CC=1>[CH3:7][N:8]([CH2:9][CH:10]1[CH:16]=[CH:15][C:14]2[CH:17]=[C:18]([N+:21]([O-:23])=[O:22])[CH:19]=[CH:20][C:13]=2[CH2:12][CH2:11]1)[C:2](=[O:3])[O:4][CH2:5][CH3:6]. Reported procedure: 50 ml of ethyl chloroformate were added dropwise over 5 minutes at 20° C. under nitrogen to a mixture of 7.9 g of N,N-dimethyl-2-nitro-6,7-dihydro [5H] benzocycloheptene-7-methanamine in 50 ml of benzene and the mixture was refluxed for 2 hours and then evaporated to dryness. The residue was extracted with ether and the ether phase was washed with N hydrochloric acid solution and then with water, was dried and distilled to dryness under reduced pressure to obtain 9 g of ethyl methyl-[(2-nitro-6,... Starting materials: CC(=O)O[BH-](OC(C)=O)OC(C)=O, CC(=O)O, Nc1n[nH]c(C(F)(F)F)n1, [Na+], O=C1CCC2(CC1)OCCO2. Product: FC(F)(F)c1nc(NC2CCC3(CC2)OCCO3)n[nH]1. As a reaction SMILES: [C:22]([O:23][BH-:24]([O:25][C:26](=[O:27])[CH3:28])[O:29][C:30](=[O:31])[CH3:32])(=[O:33])[CH3:34].[CH3:36][C:37](=[O:38])[OH:39].[F:1][C:2]([c:3]1[n:4][c:5]([NH2:8])[n:6][nH:7]1)([F:9])[F:10].[Na+:35].[O:11]1[CH2:12][CH2:13][O:14][C:15]12[CH2:16][CH2:17][C:18](=[O:21])[CH2:19][CH2:20]2>>[F:1][C:2]([c:3]1[n:4][c:5]([NH:8][CH:18]2[CH2:17][CH2:16][C:15]3([O:11][CH2:12][CH2:13][O:14]3)[CH2:20][CH2:19]2)[n:6][nH:7]1)([F:9])[F:10]. Reported procedure: Synthesized as described in Example 65 from 2-[5-cyano-4-(trifluoromethyl)-1H-indol-1-yl]-N-hydroxyethanimidamide and 3-nitro-5-(trifluoromethyl)benzoic acid: MS (ESI): m/z 482 (M+1). RXN SMILES: [C:1]([C:3]1[C:4]([C:17]([F:20])([F:19])[F:18])=[C:5]2[C:9](=[CH:10][CH:11]=1)[N:8]([CH2:12][C:13](=[NH:16])[NH:14][OH:15])[CH:7]=[CH:6]2)#[N:2].[N+:21]([C:24]1[CH:25]=[C:26]([CH:30]=[C:31]([C:33]([F:36])([F:35])[F:34])[CH:32]=1)[C:27](O)=O)([O-:23])=[O:22]>>[N+:21]([C:24]1[CH:25]=[C:26]([C:27]2[O:15][N:14]=[C:13]([CH2:12][N:8]3[C:9]4[C:5](=[C:4]([C:17]([F:19])([F:20])[F:18])[C:3]([C:1]#[N:2])=[CH:11][CH:10]=4)[CH:6]=[CH:7]3)[N:16]=2)[CH:30]=[C:31]([C:33]([F:34])([F:35])[F:36])[CH:32]=1)([O-:23])=[O:22]. Product: [N+](=O)([O-])C=1C=C(C=C(C1)C(F)(F)F)C1=NC(=NO1)CN1C=CC2=C(C(=CC=C12)C#N)C(F)(F)F (1-({5-[3-Nitro-5-(trifluoromethyl)phenyl]-1,2,4-oxadiazol-3-yl}methyl)-4-(trifluoromethyl)-1H-indole-5-carbonitrile). The reactants are C(#N)C=1C(=C2C=CN(C2=CC1)CC(NO)=N)C(F)(F)F (2-[5-cyano-4-(trifluoromethyl)-1H-indol-1-yl]-N-hydroxyethanimidamide), [N+](=O)([O-])C=1C=C(C(=O)O)C=C(C1)C(F)(F)F (3-nitro-5-(trifluoromethyl)benzoic acid). Starting materials: C1CCC2=NCCCN2CC1, CS(C)=O, CC(COCCO)C(Cl)c1ccc(Cc2cccnc2)cc1. Yields the product CC(=Cc1ccc(Cc2cccnc2)cc1)COCCO. Reaction SMILES: [CH2:23]1[CH2:24][CH2:25][C:26]2=[N:31][CH2:30][CH2:29][CH2:28][N:27]2[CH2:32][CH2:33]1.[CH3:34][S:35]([CH3:36])=[O:37].[Cl:1][CH:2]([CH:3]([CH2:4][O:5][CH2:6][CH2:7][OH:8])[CH3:9])[c:10]1[cH:11][cH:12][c:13]([CH2:14][c:15]2[cH:16][n:17][cH:18][cH:19][cH:20]2)[cH:21][cH:22]1>>[CH:2](=[C:3]([CH2:4][O:5][CH2:6][CH2:7][OH:8])[CH3:9])[c:10]1[cH:11][cH:12][c:13]([CH2:14][c:15]2[cH:16][n:17][cH:18][cH:19][cH:20]2)[cH:21][cH:22]1.